This data is from the Open Reaction Database (ORD), a public repository of structured organic reaction records. The task is: describe an organic reaction: reactants, conditions, products, and yield Starting materials: ( c ), COC1=CC=C(C=C1)[C@]12N(C(C=3N(C1)C1=C(C3)N(C(=N1)C)COCC[Si](C)(C)C)=O)CCN2C(=O)C=2C(=NOC2)C ((5aS)-5a-(4-methoxyphenyl)-2-methyl-6-[(3-methyl-1,2-oxazol-4-yl)carbonyl]-1-{[2-(trimethylsilyl)ethoxy]methyl}-5a,6,7,8-tetrahydro-5H-imidazo[1,2-a]imidazo[4′,5′:4,5]pyrrolo[1,2-d]pyrazin-10(1H)-one), COC1=CC=C(C=C1)[C@]12N(C(C=3N(C1)C1=C(C3)N=CN1COCC[Si](C)(C)C)=O)CCN2C(=O)C=2C(=NOC2)C ((5aS)-5a-(4-methoxyphenyl)-6-[(3-methyl-1,2-oxazol-4-yl)carbonyl]-3-{[2-(trimethylsilyl)ethoxy]methyl}-5a,6,7,8-tetrahydro-5H-imidazo[1,2-a]imidazo[4′,5′:4,5]pyrrolo[1,2-d]pyrazin-10(3H)-one), FC(C(=O)O)(F)F (trifluoro acetic acid), ( b ). Run in ClCCl (dichloromethane). Run at time 1 hour. Product: COC1=CC=C(C=C1)C12N(C(C=3N(C1)C1=C(C3)N=C(N1)C)=O)CCN2C(=O)C=2C(=NOC2)C (5a-(4-methoxyphenyl)-2-methyl-6-[(3-methyl-1,2-oxazol-4-yl)carbonyl]-5a,6,7,8-tetrahydro-5H-imidazo[1,2-a]imidazo[4′,5′:4,5]pyrrolo[1,2-d]pyrazin-10(3H)-one). Isolated yield 40.0%. Reaction SMILES: [CH3:1][O:2][C:3]1[CH:8]=[CH:7][C:6]([C@:9]23[N:33]([C:34]([C:36]4[C:37]([CH3:41])=[N:38][O:39][CH:40]=4)=[O:35])[CH2:32][CH2:31][N:10]2[C:11](=[O:30])[C:12]2[N:13]([C:15]4[N:20]=[C:19]([CH3:21])[N:18](COCC[Si](C)(C)C)[C:16]=4[CH:17]=2)[CH2:14]3)=[CH:5][CH:4]=1.COC1C=CC([C@]23N(C(C4C(C)=NOC=4)=O)CCN2C(=O)C2N(C4N(COCC[Si](C)(C)C)C=NC=4C=2)C3)=CC=1.FC(F)(F)C(O)=O>ClCCl>[CH3:1][O:2][C:3]1[CH:4]=[CH:5][C:6]([C:9]23[N:33]([C:34]([C:36]4[C:37]([CH3:41])=[N:38][O:39][CH:40]=4)=[O:35])[CH2:32][CH2:31][N:10]2[C:11](=[O:30])[C:12]2[N:13]([C:15]4[NH:20][C:19]([CH3:21])=[N:18][C:16]=4[CH:17]=2)[CH2:14]3)=[CH:7][CH:8]=1. Procedure details: Either (5aS)-5a-(4-methoxyphenyl)-2-methyl-6-[(3-methyl-1,2-oxazol-4-yl)carbonyl]-1-{[2-(trimethylsilyl)ethoxy]methyl}-5a,6,7,8-tetrahydro-5H-imidazo[1,2-a]imidazo[4′,5′:4,5]pyrrolo[1,2-d]pyrazin-10(1H)-one or its regioisomer (5aS)-5a-(4-methoxyphenyl)-6-[(3-methyl-1,2-oxazol-4-yl)carbonyl]-3-{[2-(trimethylsilyl)ethoxy]methyl}-5a,6,7,8-tetrahydro-5H-imidazo[1,2-a]imidazo[4′,5′:4,5]pyrrolo[1,2-d]pyrazin-10(3H)-one (27 mg, 0.048 mmol) similarly prepared according to steps (a), (b) and (c) was diss... Starting materials: CC(C)(Br)[N+](=O)[O-], O=[N+]([O-])C1CCCCC1, [Na]. Product: CC(C)([N+](=O)[O-])C1([N+](=O)[O-])CCCCC1. As a reaction SMILES: [Br:11][C:12]([CH3:13])([CH3:14])[N+:15](=[O:16])[O-:17].[N+:2](=[O:3])([O-:4])[CH:5]1[CH2:6][CH2:7][CH2:8][CH2:9][CH2:10]1.[Na:1]>>[N+:2](=[O:3])([O-:4])[C:5]1([C:12]([CH3:13])([CH3:14])[N+:15](=[O:16])[O-:17])[CH2:6][CH2:7][CH2:8][CH2:9][CH2:10]1. The solvent is CN(C)C=O (DMF), CN(C)C=O (DMF), O (water). Reaction SMILES: [CH2:1]([O:8][C:9]([N:11]1[CH2:16][CH2:15][CH:14]([N:17]=[C:18]=[O:19])[CH2:13][CH2:12]1)=[O:10])[C:2]1[CH:7]=[CH:6][CH:5]=[CH:4][CH:3]=1.[C:20]([OH:24])([CH3:23])([CH3:22])[CH3:21]>CN(C=O)C.O>[CH2:1]([O:8][C:9]([N:11]1[CH2:16][CH2:15][CH:14]([NH:17][C:18]([O:24][C:20]([CH3:23])([CH3:22])[CH3:21])=[O:19])[CH2:13][CH2:12]1)=[O:10])[C:2]1[CH:7]=[CH:6][CH:5]=[CH:4][CH:3]=1. Reactants: C(C1=CC=CC=C1)OC(=O)N1CCC(CC1)N=C=O ((1-Benzyloxycarbonylpiperidin-4-yl)isocyanate), CuCl3, C(C)(C)(C)O (t-butanol). Product: C(C1=CC=CC=C1)OC(=O)N1CCC(CC1)NC(=O)OC(C)(C)C (1-Benzyloxycarbonyl-4-t-butoxycarbonylaminopiperidine). Procedure details: A solution of 3.2 g (12.3 mmol) of (1-benzyloxycarbonyl-piperidin-4-yl)isocyanate from Step A in 25 mL of DMF was slowly added to a suspension of CuCl3 in 25 mL of DMF and 12 mL of t-butanol. The reaction was stirred for 24 h and then diluted with water and extracted twice with 1:1 ether:ethyl acetate. The organic layers were each washed with a portion of water and brine, dried over sodium sulfate, combined and concentrated. The residue was purified by FCC eluting with 20% ethyl acetate/hexanes ... Run at time 24 hour. Reactants: ClC1=CC(=C(NC2=CC=NC3=CC(=C(C=C23)OS(=O)(=O)C(F)(F)F)OC)C=C1)F (4-(4-Chloro-2-fluoroanilino)-7-methoxy-6-trifluoromethylsulphonyloxyquinoline), COCCBr (2-bromoethyl methyl ether), [F-].C(CCC)[N+](CCCC)(CCCC)CCCC (tetrabutylammonium fluoride), C(C)(C)[Si]([S-])(C(C)C)C(C)C.[Na+] (sodium triisopropylsilanethiolate). Reagents/catalysts: C=1C=CC(=CC1)[P](C=2C=CC=CC2)(C=3C=CC=CC3)[Pd]([P](C=4C=CC=CC4)(C=5C=CC=CC5)C=6C=CC=CC6)([P](C=7C=CC=CC7)(C=8C=CC=CC8)C=9C=CC=CC9)[P](C=1C=CC=CC1)(C=1C=CC=CC1)C=1C=CC=CC1 (Tetrakis(triphenylphosphine)palladium(0)). Solvent: C1CCOC1 (THF), C1CCOC1 (THF), CN(C)C=O (DMF). Run at time 1 hour. Yields the product ClC1=CC(=C(NC2=CC=NC3=CC(=C(C=C23)SCCOC)OC)C=C1)F (4-(4-chloro-2-fluoroanilino)-7-methoxy-6-(2-methoxyethylthio)quinoline). The yield is 44.5%. RXN SMILES: [Cl:1][C:2]1[CH:28]=[CH:27][C:5]([NH:6][C:7]2[C:16]3[C:11](=[CH:12][C:13]([O:25][CH3:26])=[C:14](OS(C(F)(F)F)(=O)=O)[CH:15]=3)[N:10]=[CH:9][CH:8]=2)=[C:4]([F:29])[CH:3]=1.C([Si](C(C)C)(C(C)C)[S-:34])(C)C.[Na+].[CH3:42][O:43][CH2:44][CH2:45]Br.[F-].C([N+](CCCC)(CCCC)CCCC)CCC>C1COCC1.C1C=CC([P]([Pd]([P](C2C=CC=CC=2)(C2C=CC=CC=2)C2C=CC=CC=2)([P](C2C=CC=CC=2)(C2C=CC=CC=2)C2C=CC=CC=2)[P](C2C=CC=CC=2)(C2C=CC=CC=2)C2C=CC=CC=2)(C2C=CC=CC=2)C2C=CC=CC=2)=CC=1.CN(C=O)C>[Cl:1][C:2]1[CH:28]=[CH:27][C:5]([NH:6][C:7]2[C:16]3[C:11](=[CH:12][C:13]([O:25][CH3:26])=[C:14]([S:34][CH2:45][CH2:44][O:43][CH3:42])[CH:15]=3)[N:10]=[CH:9][CH:8]=2)=[C:4]([F:29])[CH:3]=1 |f:1.2,4.5,^1:73,75,94,113|. Procedure: 4-(4-Chloro-2-fluoroanilino)-7-methoxy-6-trifluoromethylsulphonyloxyquinoline (560 mg, 1.2 mmol), (prepared as described in Example 60), was suspended in THF (40 ml) and toluene (40 ml) and degassed several times using alternatively vacuum and argon. Tetrakis(triphenylphosphine)palladium(0) (100 mg) and sodium triisopropylsilanethiolate (600 mg, 2.8 mmol), (Tet Lett 1994, 35, 3221), were added and the mixture was heated at reflux for 3 hours. The mixture was cooled to ambient temperature and 2-b... Starting materials: CCOC(=O)c1ccc(Cl)nc1, Cl, Oc1ccc(F)cc1, [H-], [Na+], CN(C)C=O, O. Product: CCOC(=O)c1ccc(Oc2ccc(F)cc2)nc1. RXN SMILES: [Cl:11][c:12]1[cH:13][cH:14][c:15]([C:18](=[O:19])[O:20][CH2:21][CH3:22])[cH:16][n:17]1.[ClH:23].[F:3][c:4]1[cH:5][cH:6][c:7]([OH:10])[cH:8][cH:9]1.[H-:1].[Na+:2].[O:24]=[CH:25][N:26]([CH3:27])[CH3:28].[OH2:29]>>[F:3][c:4]1[cH:5][cH:6][c:7]([O:10][c:12]2[cH:13][cH:14][c:15]([C:18](=[O:19])[O:20][CH2:21][CH3:22])[cH:16][n:17]2)[cH:8][cH:9]1. Yields the product CC(=O)N(C)c1cccc([N+](=O)[O-])c1. RXN SMILES: [CH3:19][N:20]([CH3:21])[CH:22]=[O:23].[ClH:18].[H-:1].[I:16][CH3:17].[N+:3](=[O:4])([O-:5])[c:6]1[cH:7][c:8]([NH:9][C:10]([CH3:11])=[O:12])[cH:13][cH:14][cH:15]1.[Na+:2]>>[N+:3](=[O:4])([O-:5])[c:6]1[cH:7][c:8]([N:9]([C:10]([CH3:11])=[O:12])[CH3:17])[cH:13][cH:14][cH:15]1. The reactants are CN(C)C=O, Cl, [H-], CI, CC(=O)Nc1cccc([N+](=O)[O-])c1, [Na+]. The reactants are C(C1=CC=CC=C1)OC(=O)NC(CC1=CC=C(C=C1)C1=NC=C(C=C1)F)C=1N(C=C(N1)CC(CC)(C)C)C(=O)OC(C)(C)C (tert-butyl 2-{1-{[(benzyloxy)carbonyl]amino}-2-[4-(5-fluoropyridin-2-yl)phenyl]ethyl}-4-(2,2-dimethylbutyl)-1H-imidazole-1-carboxylate). Reagents/catalysts: [Pd] (Pd). Solvent: CO (methanol). Conditions: time 4 hour. Product: NC(CC1=CC=C(C=C1)C1=NC=C(C=C1)F)C=1N(C=C(N1)CC(CC)(C)C)C(=O)OC(C)(C)C (tert-butyl 2-{1-amino-2-[4-(5-fluoropyridin-2-yl)phenyl]ethyl}-4-(2,2-dimethylbutyl)-1H-imidazole-1-carboxylate). RXN SMILES: C(OC([NH:11][CH:12]([C:27]1[N:28]([C:38]([O:40][C:41]([CH3:44])([CH3:43])[CH3:42])=[O:39])[CH:29]=[C:30]([CH2:32][C:33]([CH3:37])([CH3:36])[CH2:34][CH3:35])[N:31]=1)[CH2:13][C:14]1[CH:19]=[CH:18][C:17]([C:20]2[CH:25]=[CH:24][C:23]([F:26])=[CH:22][N:21]=2)=[CH:16][CH:15]=1)=O)C1C=CC=CC=1>CO.[Pd]>[NH2:11][CH:12]([C:27]1[N:28]([C:38]([O:40][C:41]([CH3:42])([CH3:44])[CH3:43])=[O:39])[CH:29]=[C:30]([CH2:32][C:33]([CH3:36])([CH3:37])[CH2:34][CH3:35])[N:31]=1)[CH2:13][C:14]1[CH:19]=[CH:18][C:17]([C:20]2[CH:25]=[CH:24][C:23]([F:26])=[CH:22][N:21]=2)=[CH:16][CH:15]=1. Procedure details: Pd (10 wt % on activated carbon) (catalytic) was added to a degassed, ambient temperature solution of tert-butyl 2-{1-{[(benzyloxy)carbonyl]amino}-2-[4-(5-fluoropyridin-2-yl)phenyl]ethyl}-4-(2,2-dimethylbutyl)-1H-imidazole-1-carboxylate (63 mg, 0.1 mmol) in methanol (5 mL). After stirring at ambient temperature under an atmosphere of hydrogen for 4 h, the reaction mixture was filtered through cotton and concentrated in vacuo to afford tert-butyl 2-{1-amino-2-[4-(5-fluoropyridin-2-yl)phenyl]ethyl... The reactants are C1CCN(C2CCNCC2)C1, Nc1ncc(-c2ccc(C(=O)O)cc2)nc1OCc1c(Cl)cccc1Cl. Product: Nc1ncc(-c2ccc(C(=O)N3CCC(N4CCCC4)CC3)cc2)nc1OCc1c(Cl)cccc1Cl. RXN SMILES: [N:27]1([CH:32]2[CH2:33][CH2:34][NH:35][CH2:36][CH2:37]2)[CH2:28][CH2:29][CH2:30][CH2:31]1.[NH2:1][c:2]1[n:3][cH:4][c:5](-[c:18]2[cH:19][cH:20][c:21]([C:22](=[O:23])[OH:24])[cH:25][cH:26]2)[n:6][c:7]1[O:8][CH2:9][c:10]1[c:11]([Cl:17])[cH:12][cH:13][cH:14][c:15]1[Cl:16]>>[NH2:1][c:2]1[n:3][cH:4][c:5](-[c:18]2[cH:19][cH:20][c:21]([C:22](=[O:24])[N:35]3[CH2:34][CH2:33][CH:32]([N:27]4[CH2:28][CH2:29][CH2:30][CH2:31]4)[CH2:37][CH2:36]3)[cH:25][cH:26]2)[n:6][c:7]1[O:8][CH2:9][c:10]1[c:11]([Cl:17])[cH:12][cH:13][cH:14][c:15]1[Cl:16]. Reactants: C(#N)C1=CC=C(C2=CC=CC=C12)C=1C(=NC=CC1)SC(C(=O)OCC)(C)C (Ethyl 2-(3-(4-cyanonaphthalen-1-yl)pyridin-2-ylthio)-2-methylpropanoate), [OH-].[Na+] (sodium hydroxide). Solvent: CO (methanol). Reaction conditions: time 5 hour. The product is C(#N)C1=CC=C(C2=CC=CC=C12)C=1C(=NC=CC1)SC(C(=O)O)(C)C (2-(3-(4-cyanonaphthalen-1-yl)pyridin-2-ylthio)-2-methylpropanoic acid). As a reaction SMILES: [C:1]([C:3]1[C:12]2[C:7](=[CH:8][CH:9]=[CH:10][CH:11]=2)[C:6]([C:13]2[C:14]([S:19][C:20]([CH3:27])([CH3:26])[C:21]([O:23]CC)=[O:22])=[N:15][CH:16]=[CH:17][CH:18]=2)=[CH:5][CH:4]=1)#[N:2].[OH-].[Na+]>CO>[C:1]([C:3]1[C:12]2[C:7](=[CH:8][CH:9]=[CH:10][CH:11]=2)[C:6]([C:13]2[C:14]([S:19][C:20]([CH3:27])([CH3:26])[C:21]([OH:23])=[O:22])=[N:15][CH:16]=[CH:17][CH:18]=2)=[CH:5][CH:4]=1)#[N:2] |f:1.2|. Procedure details: Ethyl 2-(3-(4-cyanonaphthalen-1-yl)pyridin-2-ylthio)-2-methylpropanoate (121 mg, 0.32 mmol) in a mixture of aqueous sodium hydroxide solution (1M, 2 mL) and methanol (5 mL) was stirred at room temperature for 5 hours. Methanol was partially removed and the resulting residue acidified causing precipitation of the product 2-(3-(4-cyanonaphthalen-1-yl)pyridin-2-ylthio)-2-methylpropanoic acid. Solid product was isolated by filtration and dried under vacuum (0.065 g, 0.187 mmol, 60%).